Dataset: the Open Reaction Database (ORD), a public repository of structured organic reaction records. Task: describe an organic reaction: reactants, conditions, products, and yield Reactants: NC1=NC2=C(N1[C@H]1[C@H](OC(C)=O)[C@H](OC(C)=O)[C@H](O1)COC(C)=O)C=CC=C2 (2-Amino-1-(2,3,5-tri-O-acetyl-β-D-ribofuranosyl)-1H-benzimidazole), O (water), ClCCCOC=1C=C(C=O)C=CC1OCC (3-(3-chloropropoxy)-4-ethoxybenzaldehyde), C(C)(=O)O[BH-](OC(C)=O)OC(C)=O.[Na+] (sodium triacetoxyborohydride). The solvent is O1CCCC1 (tetrahydrofuran). Conditions: temperature 70 celsius, time 20 hour. Product: ClCCCOC=1C=C(CNC2=NC3=C(N2[C@H]2[C@H](OC(C)=O)[C@H](OC(C)=O)[C@H](O2)COC(C)=O)C=CC=C3)C=CC1OCC (2-[3-(3-Chloropropoxy)-4-ethoxybenzylamino]-1-(2,3,5-tri-O-acetyl-β-D-ribofuranosyl)-1H-benzimidazole). Yield: 77.6%. Reaction SMILES: [NH2:1][C:2]1[N:6]([C@@H:7]2[O:19][C@H:18]([CH2:20][O:21][C:22](=[O:24])[CH3:23])[C@@H:13]([O:14][C:15](=[O:17])[CH3:16])[C@H:8]2[O:9][C:10](=[O:12])[CH3:11])[C:5]2[CH:25]=[CH:26][CH:27]=[CH:28][C:4]=2[N:3]=1.[Cl:29][CH2:30][CH2:31][CH2:32][O:33][C:34]1[CH:35]=[C:36]([CH:39]=[CH:40][C:41]=1[O:42][CH2:43][CH3:44])[CH:37]=O.C(O[BH-](OC(=O)C)OC(=O)C)(=O)C.[Na+].O>O1CCCC1>[Cl:29][CH2:30][CH2:31][CH2:32][O:33][C:34]1[CH:35]=[C:36]([CH:39]=[CH:40][C:41]=1[O:42][CH2:43][CH3:44])[CH2:37][NH:1][C:2]1[N:6]([C@@H:7]2[O:19][C@H:18]([CH2:20][O:21][C:22](=[O:24])[CH3:23])[C@@H:13]([O:14][C:15](=[O:17])[CH3:16])[C@H:8]2[O:9][C:10](=[O:12])[CH3:11])[C:5]2[CH:25]=[CH:26][CH:27]=[CH:28][C:4]=2[N:3]=1 |f:2.3|. Reported procedure: 2-Amino-1-(2,3,5-tri-O-acetyl-β-D-ribofuranosyl)-1H-benzimidazole (13.7 g) and 3-(3-chloropropoxy)-4-ethoxybenzaldehyde (15.3 g) were suspended in tetrahydrofuran (150 mL), and the mixture was stirred at 70° C. for 20 hours. To the stirred reaction mixture was added sodium triacetoxyborohydride (21.7 g) under ice-cooling, and the mixture was stirred at room temperature for 24 hours. To the reaction mixture was added water, and the resulting mixture was extracted with ethyl acetate. The organic l...